Dataset: the Open Reaction Database (ORD), a public repository of structured organic reaction records. Task: describe an organic reaction: reactants, conditions, products, and yield Run at temperature 60 celsius, time 12 hour. Run in CN(C)C=O (DMF). The reactants are NC1=NC(=CC(=N1)N1CCC2(C[C@H](N(C2)C(=O)OCC2=CC=CC=C2)C(=O)O)CC1)O[C@@H](C(F)(F)F)C1=C(C=C(C=C1)Br)N1N=C(C=C1)C ((S)-8-(2-amino-6-((R)-1-(4-bromo-2-(3-methyl-1H-pyrazol-1-yl)phenyl)-2,2,2-trifluoroethoxy)pyrimidin-4-yl)-2-((benzyloxy)carbonyl)-2,8-diazaspiro[4.5]decane-3-carboxylic acid), product, C(C1=CC=CC=C1)Br (benzyl bromide), C(=O)(O)[O-].[Na+] (NaHCO3). Procedure details: To a solution of (S)-8-(2-amino-6-((R)-1-(4-bromo-2-(3-methyl-1H-pyrazol-1-yl)phenyl)-2,2,2-trifluoroethoxy)pyrimidin-4-yl)-2-((benzyloxy)carbonyl)-2,8-diazaspiro[4.5]decane-3-carboxylic acid (product of Step 3, Example 10m) (1.2 g, 1.6 mmol) in DMF (16 mL) was added benzyl bromide (0.27 g, 1.6 mmol) and NaHCO3 (0.67 g, 8.0 mmol). The reaction was then heated to 60° C. for 2 h, cooled to RT, and stirred for 12 h. The precipitate was filtered, washed with EtOAc and the filtrate concentrated in va... Yields the product NC1=NC(=CC(=N1)N1CCC2(C[C@H](N(C2)C(=O)OCC2=CC=CC=C2)C(=O)OCC2=CC=CC=C2)CC1)O[C@@H](C(F)(F)F)C1=C(C=C(C=C1)Br)N1N=C(C=C1)C ((S)-dibenzyl 8-(2-amino-6-((R)-1-(4-bromo-2-(3-methyl-1H-pyrazol-1-yl)phenyl)-2,2,2-trifluoroethoxy)pyrimidin-4-yl)-2,8-diazaspiro[4.5]decane-2,3-dicarboxylate). As a reaction SMILES: [NH2:1][C:2]1[N:7]=[C:6]([N:8]2[CH2:30][CH2:29][C:11]3([CH2:15][N:14]([C:16]([O:18][CH2:19][C:20]4[CH:25]=[CH:24][CH:23]=[CH:22][CH:21]=4)=[O:17])[C@H:13]([C:26]([OH:28])=[O:27])[CH2:12]3)[CH2:10][CH2:9]2)[CH:5]=[C:4]([O:31][C@H:32]([C:37]2[CH:42]=[CH:41][C:40]([Br:43])=[CH:39][C:38]=2[N:44]2[CH:48]=[CH:47][C:46]([CH3:49])=[N:45]2)[C:33]([F:36])([F:35])[F:34])[N:3]=1.[CH2:50](Br)[C:51]1[CH:56]=[CH:55][CH:54]=[CH:53][CH:52]=1.C([O-])(O)=O.[Na+]>CN(C=O)C>[NH2:1][C:2]1[N:7]=[C:6]([N:8]2[CH2:30][CH2:29][C:11]3([CH2:15][N:14]([C:16]([O:18][CH2:19][C:20]4[CH:25]=[CH:24][CH:23]=[CH:22][CH:21]=4)=[O:17])[C@H:13]([C:26]([O:28][CH2:50][C:51]4[CH:56]=[CH:55][CH:54]=[CH:53][CH:52]=4)=[O:27])[CH2:12]3)[CH2:10][CH2:9]2)[CH:5]=[C:4]([O:31][C@H:32]([C:37]2[CH:42]=[CH:41][C:40]([Br:43])=[CH:39][C:38]=2[N:44]2[CH:48]=[CH:47][C:46]([CH3:49])=[N:45]2)[C:33]([F:35])([F:34])[F:36])[N:3]=1 |f:2.3|.